This data is from the Open Reaction Database (ORD), a public repository of structured organic reaction records. The task is: describe an organic reaction: reactants, conditions, products, and yield The reactants are [Br-], Cc1ccccc1, CC(=O)O, [K+], O=N[O-], NC(Cc1ccccc1)C(=O)O, [Na+], O=S(=O)(O)O. Product: O=C(O)C(Br)Cc1ccccc1. As a reaction SMILES: [Br-:14].[CH3:19][c:20]1[cH:21][cH:22][cH:23][cH:24][cH:25]1.[CH3:31][C:32](=[O:33])[OH:34].[K+:13].[N:15]([O-:16])=[O:17].[NH2:1][CH:2]([CH2:3][c:4]1[cH:5][cH:6][cH:7][cH:8][cH:9]1)[C:10]([OH:11])=[O:12].[Na+:18].[S:26](=[O:27])(=[O:28])([OH:29])[OH:30]>>[CH:2]([CH2:3][c:4]1[cH:5][cH:6][cH:7][cH:8][cH:9]1)([C:10]([OH:11])=[O:12])[Br:14].